This data is from the Open Reaction Database (ORD), a public repository of structured organic reaction records. The task is: describe an organic reaction: reactants, conditions, products, and yield Reactants: [H][H], C1CCOC1, CC(C)(C)OC(=O)NC1CCN(Cc2ccccc2)C1. Yields the product CC(C)(C)OC(=O)NC1CCNC1. As a reaction SMILES: [H:21][H:22].[O:23]1[CH2:24][CH2:25][CH2:26][CH2:27]1.[c:1]1([CH2:2][N:8]2[CH2:9][CH:10]([NH:13][C:14]([O:15][C:16]([CH3:17])([CH3:18])[CH3:19])=[O:20])[CH2:11][CH2:12]2)[cH:3][cH:4][cH:5][cH:6][cH:7]1>>[NH:8]1[CH2:9][CH:10]([NH:13][C:14]([O:15][C:16]([CH3:17])([CH3:18])[CH3:19])=[O:20])[CH2:11][CH2:12]1. Starting materials: C(#N)C(C)(C)C=1C=C(C(=O)O)C=CC1 (3-(1-cyano-1-methylethyl)benzoic acid), CN(C=O)C (N,N-dimethylformamide), NC=1C=CC(=C(C1)O)OC (5-amino-2-methoxyphenol), C(C)N(C(C)C)C(C)C (N-ethyl-N-(1-methylethyl)propan-2-amine). Solvent: C(C(=O)Cl)(=O)Cl (oxalyl chloride), O (water). Conditions: time 30 minute. The product is C(#N)C(C)(C)C=1C=C(C(=O)NC2=CC(=C(C=C2)OC)O)C=CC1 (3-(1-cyano-1-methylethyl)-N-(3-hydroxy-4-methoxyphenyl)benzamide). Isolated yield 58.2%. Reaction SMILES: [C:1]([C:3]([C:6]1[CH:7]=[C:8]([CH:12]=[CH:13][CH:14]=1)[C:9]([OH:11])=O)([CH3:5])[CH3:4])#[N:2].CN(C)C=O.[NH2:20][C:21]1[CH:22]=[CH:23][C:24]([O:28][CH3:29])=[C:25]([OH:27])[CH:26]=1.C(N(C(C)C)C(C)C)C>C(Cl)(=O)C(Cl)=O.O>[C:1]([C:3]([C:6]1[CH:7]=[C:8]([CH:12]=[CH:13][CH:14]=1)[C:9]([NH:20][C:21]1[CH:22]=[CH:23][C:24]([O:28][CH3:29])=[C:25]([OH:27])[CH:26]=1)=[O:11])([CH3:4])[CH3:5])#[N:2]. Reported procedure: To a solution of 3-(1-cyano-1-methylethyl)benzoic acid (4.92 g, 26.0 mmol) produced in Example C6(ii) in oxalyl chloride (20 mL) was added N,N-dimethylformamide (0.1 mL), and the mixture was stirred at room temperature for 30 min. Excessive reagent was evaporated under reduced pressure, the obtained residue was dissolved in tetrahydrofuran (20 mL), and 5-amino-2-methoxyphenol (4.17 g, 30.0 mmol) and N-ethyl-N-(1-methylethyl)propan-2-amine (6.46 g, 50.0 mmol) were sequentially added dropwise unde... Starting materials: CC1=C2C3CCCCC3=CC2=C(C(=C1)C)OC (5,7-dimethyl-8-methoxy-2,3,4,4a-tetrahydro-1H-fluorene), [Cl-].[NH4+] (ammonium chloride), CCCCCC.C(CCC)[Li] (n-butyl lithium n-hexane), C(C)OC(CBr)OCC (bromoacetoaldehyde diethyl acetal). The solvent is O1CCCC1 (tetrahydrofuran), O1CCCC1 (tetrahydrofuran), C(C)OCC (diethyl ether). Reaction conditions: time 40 minute. The product is CC1=C2C=3CCCCC3C(C2=C(C(=C1)C)OC)CC(OCC)OCC (5,7-dimethyl-8-methoxy-9-(2,2-diethoxyethyl)-1,2,3,4-tetrahydro-9H-fluorene). RXN SMILES: CCCCCC.C([Li])CCC.[CH3:12][C:13]1[CH:25]=[C:24]([CH3:26])[C:23]([O:27][CH3:28])=[C:22]2[C:14]=1[CH:15]1[C:20](=[CH:21]2)[CH2:19][CH2:18][CH2:17][CH2:16]1.[CH2:29]([O:31][CH:32]([O:35][CH2:36][CH3:37])[CH2:33]Br)[CH3:30].[Cl-].[NH4+]>O1CCCC1.C(OCC)C>[CH3:12][C:13]1[CH:25]=[C:24]([CH3:26])[C:23]([O:27][CH3:28])=[C:22]2[C:14]=1[C:15]1[CH2:16][CH2:17][CH2:18][CH2:19][C:20]=1[CH:21]2[CH2:33][CH:32]([O:35][CH2:36][CH3:37])[O:31][CH2:29][CH3:30] |f:0.1,4.5|. Procedure: 19 Milliliters of a 15% n-butyl lithium n-hexane solution was added dropwise to a tetrahydrofuran solution containing 5.0 g of 5,7-dimethyl-8-methoxy-2,3,4,4a-tetrahydro-1H-fluorene in 50 ml of tetrahydrofuran at -50° C. After stirring at the same temperature for 40 minutes, thereto was added dropwise 6 ml of bromoacetoaldehyde diethyl acetal at the same temperature, followed by stirring at the same temperature for 1.5 hour. To the reaction mixture was added a saturated aqueous ammonium chloride... Reactants: Nc1ccc(Br)cc1F, CC(C)(C)OC(=O)N1CC(O[Si](C)(C)C(C)(C)C)CC1C(=O)O, CCOCC, CCOC(C)=O, O=C(Cl)C(=O)Cl, c1ccncc1. Yields the product CC(C)(C)OC(=O)N1CC(O[Si](C)(C)C(C)(C)C)CC1C(=O)Nc1ccc(Br)cc1F. Reaction SMILES: [Br:36][c:37]1[cH:38][c:39]([F:44])[c:40]([NH2:41])[cH:42][cH:43]1.[C:1]([CH3:2])([CH3:3])([CH3:4])[O:5][C:6](=[O:7])[N:8]1[CH:9]([C:21](=[O:22])[OH:23])[CH2:10][CH:11]([O:13][Si:14]([CH3:15])([CH3:16])[C:17]([CH3:18])([CH3:19])[CH3:20])[CH2:12]1.[CH3:45][CH2:46][O:47][CH2:48][CH3:49].[CH3:50][CH2:51][O:52][C:53]([CH3:54])=[O:55].[Cl:30][C:31]([C:32]([Cl:33])=[O:34])=[O:35].[cH:24]1[cH:25][cH:26][n:27][cH:28][cH:29]1>>[C:1]([CH3:2])([CH3:3])([CH3:4])[O:5][C:6](=[O:7])[N:8]1[CH:9]([C:21](=[O:23])[NH:41][c:40]2[c:39]([F:44])[cH:38][c:37]([Br:36])[cH:43][cH:42]2)[CH2:10][CH:11]([O:13][Si:14]([CH3:15])([CH3:16])[C:17]([CH3:18])([CH3:19])[CH3:20])[CH2:12]1.